describe an organic reaction: reactants, conditions, products, and yield From a dataset of the Open Reaction Database (ORD), a public repository of structured organic reaction records. Reaction SMILES: [CH2:1]([CH:4]([NH2:8])[CH2:5][CH:6]=[CH2:7])[CH:2]=[CH2:3].[Br:9][CH2:10][CH2:11][CH2:12][CH2:13][CH2:14][CH2:15][CH2:16][CH2:17][CH2:18][CH3:19]>CO>[Br-:9].[CH2:10]([NH2+:8][CH:4]([CH2:5][CH:6]=[CH2:7])[CH2:1][CH:2]=[CH2:3])[CH2:11][CH2:12][CH2:13][CH2:14][CH2:15][CH2:16][CH2:17][CH2:18][CH3:19] |f:3.4|. Procedure: Diallylmethylamine (33.3 g) and 1-bromodecane (66.6 g) were dissolved in 100 mL methanol and the reaction mixture was stirred at 65° C. for 48 hours. After cooling to room temperature, the methanol was removed under reduced pressure. The residual viscous oil was precipitated into 800 mL dry ether with rapid stirring. The ether layer was decanted and the residue was again treated with 500 mL dry ether. After stirring for 15 minutes the solvent was removed and the oily residue was dried under vacu... Conditions: temperature 65 celsius, time 48 hour. Product: [Br-].C(CCCCCCCCC)[NH2+]C(CC=C)CC=C (N-decyldiallylmethylammonium Bromide). Run in CO (methanol). Starting materials: C(C=C)C(CC=C)N (Diallylmethylamine), BrCCCCCCCCCC (1-bromodecane). Isolated yield 78.4%. Starting materials: C(C1=CC=CC=C1)N1CCC(CC1)CC=O (1-benzylpiperidine-4-acetaldehyde), O (water), BrC1=C(C=CC=C1)Cl (1-bromo-2-chlorobenzene), C(CCC)[Li] (n-butyllithium). Solvent: O1CCCC1 (tetrahydrofuran), O1CCCC1 (tetrahydrofuran). Run at temperature -78 celsius, time 1 hour. The product is C(C1=CC=CC=C1)N1CCC(CC1)CC(O)C1=C(C=CC=C1)Cl (2-(1-benzylpiperidin-4-yl)-1-(2-chlorophenyl)ethanol). RXN SMILES: Br[C:2]1[CH:7]=[CH:6][CH:5]=[CH:4][C:3]=1[Cl:8].C([Li])CCC.[CH2:14]([N:21]1[CH2:26][CH2:25][CH:24]([CH2:27][CH:28]=[O:29])[CH2:23][CH2:22]1)[C:15]1[CH:20]=[CH:19][CH:18]=[CH:17][CH:16]=1.O>O1CCCC1>[CH2:14]([N:21]1[CH2:26][CH2:25][CH:24]([CH2:27][CH:28]([C:2]2[CH:7]=[CH:6][CH:5]=[CH:4][C:3]=2[Cl:8])[OH:29])[CH2:23][CH2:22]1)[C:15]1[CH:20]=[CH:19][CH:18]=[CH:17][CH:16]=1. Reported procedure: After dissolving 1.75 ml of 1-bromo-2-chlorobenzene in 30 ml of tetrahydrofuran, the solution was cooled to −78° C. Next, 5.31 ml of n-butyllithium (2.6 M, n-hexane solution) was added dropwise thereto while stirring and after 1 hour, a solution of 2.50 g of 1-benzylpiperidine-4-acetaldehyde in tetrahydrofuran (10 ml) was added and stirring was continued for 1 hour. After adding water to the reaction solution, the temperature was raised to room temperature and extraction was performed with ethyl... Starting materials: N1(CCCCC1)CCC#CC1=NC=C(C=C1)CN1CCCCC1 (2-(4-Piperidin-1-yl-but-1-ynyl)-5-piperidin-1-ylmethyl-pyridine), N1(CCCCC1)CC=1C=CC(=NC1)OS(=O)(=O)C(F)(F)F (trifluoro-methanesulfonic acid 5-piperidin-1-ylmethyl-pyridin-2-yl ester), C(CC#C)N1CCCCC1 (1-but-3-ynyl-piperidine), TEA. The reagents and catalysts are Cl[Pd]([P](C1=CC=CC=C1)(C2=CC=CC=C2)C3=CC=CC=C3)([P](C4=CC=CC=C4)(C5=CC=CC=C5)C6=CC=CC=C6)Cl (dichlorobis(triphenylphosphine)-palladium(II)), [Cu]I (copper(I) iodide). Run in C(Cl)Cl (DCM), CN(C)C=O (DMF). Reaction conditions: temperature 80 celsius. Yields the product N (NH3), N1(CCCCC1)CCC#CC1=NC=C(C=C1)CN1CCCCC1 (2-(4-Piperidin-1-yl-but-1-ynyl)-5-piperidin-1-ylmethyl-pyridine). Yield: 10.0%. Reaction SMILES: [N:1]1([CH2:7][CH2:8][C:9]#[C:10][C:11]2[CH:16]=[CH:15][C:14]([CH2:17][N:18]3[CH2:23][CH2:22][CH2:21][CH2:20][CH2:19]3)=[CH:13][N:12]=2)[CH2:6][CH2:5][CH2:4][CH2:3][CH2:2]1.N1(CC2C=CC(OS(C(F)(F)F)(=O)=O)=NC=2)CCCCC1.C(N1CCCCC1)CC#C>CN(C=O)C.C(Cl)Cl.Cl[Pd](Cl)([P](C1C=CC=CC=1)(C1C=CC=CC=1)C1C=CC=CC=1)[P](C1C=CC=CC=1)(C1C=CC=CC=1)C1C=CC=CC=1.[Cu]I>[NH3:1].[N:1]1([CH2:7][CH2:8][C:9]#[C:10][C:11]2[CH:16]=[CH:15][C:14]([CH2:17][N:18]3[CH2:19][CH2:20][CH2:21][CH2:22][CH2:23]3)=[CH:13][N:12]=2)[CH2:2][CH2:3][CH2:4][CH2:5][CH2:6]1 |^1:65,84|. Procedure: 2-(4-Piperidin-1-yl-but-1-ynyl)-5-piperidin-1-ylmethyl-pyridine. To a solution of trifluoro-methanesulfonic acid 5-piperidin-1-ylmethyl-pyridin-2-yl ester (0.10 g, 0.31 mmol), 1-but-3-ynyl-piperidine (0.051 g, 0.37 mmol), and TEA (2 mL) in dry DMF (1 mL) was added dichlorobis(triphenylphosphine)-palladium(II) (0.004 g, 0.006 mmol) and copper(I) iodide (0.004 g, 0.016 mmol). The reaction mixture was heated at 80° C. for 4 h, cooled to rt, diluted with DCM (25 mL), and filtered through a pad of di... The reactants are N#CC(CCC(=O)O)(c1ccccc1)c1ccccc1, O=C(Cl)C(=O)Cl, ClCCl. Product: N#CC(CCC(=O)Cl)(c1ccccc1)c1ccccc1. Reaction SMILES: [C:1](#[N:2])[C:3]([CH2:4][CH2:5][C:6](=[O:7])[OH:8])([c:9]1[cH:10][cH:11][cH:12][cH:13][cH:14]1)[c:15]1[cH:16][cH:17][cH:18][cH:19][cH:20]1.[Cl:21][C:22]([C:23]([Cl:24])=[O:25])=[O:26].[Cl:27][CH2:28][Cl:29]>>[C:1](#[N:2])[C:3]([CH2:4][CH2:5][C:6](=[O:7])[Cl:21])([c:9]1[cH:10][cH:11][cH:12][cH:13][cH:14]1)[c:15]1[cH:16][cH:17][cH:18][cH:19][cH:20]1. Starting materials: FC(C1=CC=C(C=C1)B(O)O)(F)F (4-(trifluoromethyl)phenylboronic acid), BrC=1C(=C(C=CC1)N(CCC)CC1=CC(=C(OCC(=O)OCC)C=C1)C)C (ethyl (4-{[(3-bromo-2-methylphenyl)(propyl)amino]methyl}-2-methylphenoxy)acetate). The product is CC1=C(OCC(=O)O)C=CC(=C1)CN(CCC)C=1C(=C(C=CC1)C1=CC=C(C=C1)C(F)(F)F)C ((2-Methyl-4-{[[2-methyl-4′-(trifluoromethyl)-1,1′-biphenyl-3-yl](propyl)amino]methyl}phenoxy)acetic acid). RXN SMILES: [F:1][C:2]([F:13])([F:12])[C:3]1[CH:8]=[CH:7][C:6](B(O)O)=[CH:5][CH:4]=1.Br[C:15]1[C:16]([CH3:40])=[C:17]([N:21]([CH2:25][C:26]2[CH:38]=[CH:37][C:29]([O:30][CH2:31][C:32]([O:34]CC)=[O:33])=[C:28]([CH3:39])[CH:27]=2)[CH2:22][CH2:23][CH3:24])[CH:18]=[CH:19][CH:20]=1>>[CH3:39][C:28]1[CH:27]=[C:26]([CH2:25][N:21]([C:17]2[C:16]([CH3:40])=[C:15]([C:6]3[CH:7]=[CH:8][C:3]([C:2]([F:13])([F:12])[F:1])=[CH:4][CH:5]=3)[CH:20]=[CH:19][CH:18]=2)[CH2:22][CH2:23][CH3:24])[CH:38]=[CH:37][C:29]=1[O:30][CH2:31][C:32]([OH:34])=[O:33]. Procedure: Prepared from 4-(trifluoromethyl)phenylboronic acid and ethyl (4-{[(3-bromo-2-methylphenyl)(propyl)amino]methyl}-2-methylphenoxy)acetate using the procedure described for Example 25 (Method A). Starting materials: [N+](=O)([O-])C=1C=C(C=C(C1)[N+](=O)[O-])C(F)(F)F (3,5-Dinitrobenzotrifluoride), reduced iron, Cl (hydrochloric acid). Run in CO (methanol), O1CCOCC1 (1,4-dioxane). Run at time 1 hour. The product is [N+](=O)([O-])C=1C=C(N)C=C(C1)C(F)(F)F (3-nitro-5-trifluoromethylaniline). Yield: 91.6%. As a reaction SMILES: [N+:1]([C:4]1[CH:5]=[C:6]([C:13]([F:16])([F:15])[F:14])[CH:7]=[C:8]([N+:10]([O-:12])=[O:11])[CH:9]=1)([O-])=O.Cl>CO.O1CCOCC1>[N+:10]([C:8]1[CH:9]=[C:4]([CH:5]=[C:6]([C:13]([F:14])([F:15])[F:16])[CH:7]=1)[NH2:1])([O-:12])=[O:11]. Procedure: 3,5-Dinitrobenzotrifluoride (10 g) was dissolved in a mixture of methanol (200 ml) and 1,4-dioxane (125 ml) and heated under reflux. To this solution was added concentrated hydrochloric acid (30 ml) and then in small portions, reduced iron powder (9 g). CARE: violent effervescence. Refluxing was continued for a further 1 hour and the reaction mixture allowed to cool to room temperature. The mixture was filtered through `Celite` and the pad washed well with dichloromethane. The solvents were remo...